From a dataset of the Open Reaction Database (ORD), a public repository of structured organic reaction records. describe an organic reaction: reactants, conditions, products, and yield Reactants: CC(=O)O, CCc1nc(-c2cccc(C#N)c2)c(-c2ccnc(N)c2)s1, [Na+], [OH-], O=S(=O)(O)O. Yields the product CCc1nc(-c2cccc(C(=O)O)c2)c(-c2ccnc(N)c2)s1. Reaction SMILES: [CH3:30][C:31](=[O:32])[OH:33].[NH2:1][c:2]1[n:3][cH:4][cH:5][c:6](-[c:8]2[c:9](-[c:15]3[cH:16][c:17]([C:21]#[N:22])[cH:18][cH:19][cH:20]3)[n:10][c:11]([CH2:13][CH3:14])[s:12]2)[cH:7]1.[Na+:29].[OH-:28].[S:23]([OH:24])(=[O:25])(=[O:26])[OH:27]>>[NH2:1][c:2]1[n:3][cH:4][cH:5][c:6](-[c:8]2[c:9](-[c:15]3[cH:16][c:17]([C:21]([OH:24])=[O:28])[cH:18][cH:19][cH:20]3)[n:10][c:11]([CH2:13][CH3:14])[s:12]2)[cH:7]1. Starting materials: C1(CC1)CN1CCC(CC1)COC1=CC=C(C=C1)F (1-(Cyclopropylmethyl)-4-(4'-Fluorophenoxymethyl)piperidine), FC1=CC=C(C=C1)[Mg]Br (4-fluorophenylmagnesium bromide), O1CCCC1 (tetrahydrofuran). Product: C1(CC1)CN1CCC(CC1)CC(O)(C1=CC=C(C=C1)F)C1=CC=C(C=C1)F (1-(Cyclopropylmethyl)-4-(2',2'-bis (4"-Fluorophenyl)-2-hydroxyethyl)piperidine). As a reaction SMILES: [CH:1]1([CH2:4][N:5]2[CH2:10][CH2:9][CH:8]([CH2:11]OC3C=CC(F)=CC=3)[CH2:7][CH2:6]2)[CH2:3][CH2:2]1.[F:20][C:21]1[CH:26]=[CH:25][C:24]([Mg]Br)=[CH:23][CH:22]=1.[O:29]1[CH2:33][CH2:32][CH2:31][CH2:30]1>>[CH:1]1([CH2:4][N:5]2[CH2:6][CH2:7][CH:8]([CH2:11][C:33]([C:32]3[CH:23]=[CH:22][C:21]([F:20])=[CH:30][CH:31]=3)([C:24]3[CH:25]=[CH:26][C:21]([F:20])=[CH:22][CH:23]=3)[OH:29])[CH2:9][CH2:10]2)[CH2:2][CH2:3]1. Procedure: Following the procedure described for Example 547, the compound of Example 429 (1.0 g, 3.6 mmol) was reacted a solution of 4-fluorophenylmagnesium bromide in tetrahydrofuran (1.0M, 9 mL, 9 mmol) to give the title compound, a solid (1.1 g): mp 119°-121° C.; Anal.: Calcd for C23H27F2NO.0.5H2O: C, 72.60, H, 7.41, N, 3.68, F, 9.99; Found: C, 72.89, 72.84, H, 7.14, 7.21, N, 3.29, 3.24, F, 9.82, 9.67. The reactants are O=C([O-])[O-], ClCCl, [K+], [K+], CCN(C(=O)Cc1ccc(S(C)(=O)=O)cc1)C1CCNCC1, CN(C)C=O, Cc1ccc(S(=O)(=O)OCCC(O)c2ccccc2)cc1. Product: CCN(C(=O)Cc1ccc(S(C)(=O)=O)cc1)C1CCN(CCC(O)c2ccccc2)CC1. As a reaction SMILES: [C:44](=[O:45])([O-:46])[O-:47].[Cl:55][CH2:56][Cl:57].[K+:48].[K+:49].[NH:22]1[CH2:23][CH2:24][CH:25]([N:28]([C:29]([CH2:30][c:31]2[cH:32][cH:33][c:34]([S:37](=[O:38])(=[O:39])[CH3:40])[cH:35][cH:36]2)=[O:41])[CH2:42][CH3:43])[CH2:26][CH2:27]1.[O:50]=[CH:51][N:52]([CH3:53])[CH3:54].[c:1]1([CH:7]([CH2:8][CH2:9][O:10][S:11]([c:12]2[cH:13][cH:14][c:15]([CH3:16])[cH:17][cH:18]2)(=[O:19])=[O:20])[OH:21])[cH:2][cH:3][cH:4][cH:5][cH:6]1>>[c:1]1([CH:7]([CH2:8][CH2:9][N:22]2[CH2:23][CH2:24][CH:25]([N:28]([C:29]([CH2:30][c:31]3[cH:32][cH:33][c:34]([S:37](=[O:38])(=[O:39])[CH3:40])[cH:35][cH:36]3)=[O:41])[CH2:42][CH3:43])[CH2:26][CH2:27]2)[OH:21])[cH:2][cH:3][cH:4][cH:5][cH:6]1. The reactants are C(C1=CC=CC=C1)OC(CN1C=CC=2C1=CN=CC2)=O (pyrrolo[2,3-c]pyridin-1-yl-acetic acid benzyl ester), [H][H] (hydrogen), [H][H] (hydrogen). Reagents/catalysts: [Pd] (palladium-charcoal). The solvent is CO (MeOH). Product: N1(C=CC=2C1=CN=CC2)CC(=O)O (pyrrolo[2,3-c]pyridin-1-yl-acetic acid). The yield is 89.1%. Reaction SMILES: C([O:8][C:9](=[O:20])[CH2:10][N:11]1[C:15]2=[CH:16][N:17]=[CH:18][CH:19]=[C:14]2[CH:13]=[CH:12]1)C1C=CC=CC=1.[H][H]>CO.[Pd]>[N:11]1([CH2:10][C:9]([OH:20])=[O:8])[C:15]2=[CH:16][N:17]=[CH:18][CH:19]=[C:14]2[CH:13]=[CH:12]1. Procedure: To a stirred solution of pyrrolo[2,3-c]pyridin-1-yl-acetic acid benzyl ester (1.0 g, 3.6 mmol) in MeOH (20 mL) in a Parr shaker vessel (250 mL), palladium-charcoal (100 mg) is added under nitrogen atmosphere. Nitrogen is flashed with hydrogen and the solution is hydrogenated at room temperature at 10 psi hydrogen pressure. Reaction is monitored by TLC. After complete consumption of starting material, the reaction mixture is taken out from the Parr shaker and diluted with water. The solution is f... Reactants: C(=O)(OC(C)(C)C)N[C@H](C)C(=O)O (Boc-D-alanine), Cl.FC1(CNC1)F (3,3-difluoroazetidine hydrochloride), C=1C=CC2=C(C1)N=NN2O (HOBT), C(CCl)Cl (EDC), C(C)(C)N(C(C)C)CC (N,N-diisopropylethylamine). Run in CN(C)C=O (DMF). Reaction conditions: time 48 hour. Yields the product C(C)(C)(C)OC(N[C@@H](C(=O)N1CC(C1)(F)F)C)=O ([(R)-2-(3,3-difluoro-azetidin-1-yl)-1-methyl-2-oxo-ethyl]-carbamic acid tert-butyl ester). The yield is 91.3%. RXN SMILES: [C:1]([NH:8][C@@H:9]([C:11]([OH:13])=O)[CH3:10])([O:3][C:4]([CH3:7])([CH3:6])[CH3:5])=[O:2].Cl.[F:15][C:16]1([F:20])[CH2:19][NH:18][CH2:17]1.C1C=CC2N(O)N=NC=2C=1.C(Cl)CCl.C(N(CC)C(C)C)(C)C>CN(C=O)C>[C:4]([O:3][C:1](=[O:2])[NH:8][C@H:9]([CH3:10])[C:11]([N:18]1[CH2:19][C:16]([F:20])([F:15])[CH2:17]1)=[O:13])([CH3:5])([CH3:6])[CH3:7] |f:1.2|. Reported procedure: A round-bottomed flask was charged with Boc-D-alanine (400 mg, 2.11 mmol), 3,3-difluoroazetidine hydrochloride (383 mg, 2.96 mmol), HOBT (356 mg, 2.33 mmol) and EDC (446 mg, 2.33 mmol). DMF (9 ml) was added followed by N,N-diisopropylethylamine (1.0 ml, 5.73 mmol). The reaction mixture was stirred at room temperature for 48 h then quenched with water and extracted with diethyl ether (2×). The combined organic layers were washed twice with water and once with brine then dried over sodium sulfate,... Reactants: CCOCC (Et2O), FC1=CC=C(C=C1)[Mg]Br (4-fluorophenylmagnesium bromide), FC1=C(C(=O)N(C)OC)C=CC=C1C(F)(F)F (2-fluoro-N-methoxy-N-methyl-3-trifluoromethyl-benzamide). The solvent is C1CCOC1 (THF). Conditions: temperature 50 celsius. Yields the product FC1=C(C=CC=C1C(F)(F)F)C(=O)C1=CC=C(C=C1)F ((2-fluoro-3-trifluoromethyl-phenyl)-(4-fluoro-phenyl)-methanone). The yield is 0.7%. RXN SMILES: CCOCC.[F:6][C:7]1[CH:12]=[CH:11][C:10]([Mg]Br)=[CH:9][CH:8]=1.[F:15][C:16]1[C:27]([C:28]([F:31])([F:30])[F:29])=[CH:26][CH:25]=[CH:24][C:17]=1[C:18](N(OC)C)=[O:19]>C1COCC1>[F:15][C:16]1[C:27]([C:28]([F:31])([F:30])[F:29])=[CH:26][CH:25]=[CH:24][C:17]=1[C:18]([C:10]1[CH:11]=[CH:12][C:7]([F:6])=[CH:8][CH:9]=1)=[O:19]. Procedure: 2M Et2O solution of 4-fluorophenylmagnesium bromide (32.5 ml; 65 mmol) was added to a solution of 12.8 g (65 mmol) of 2-fluoro-N-methoxy-N-methyl-3-trifluoromethyl-benzamide in 150 ml of THF at 0° C. The reaction mixture was heated overnight at 50° C. The reaction mixture was partitioned with EtOAc and H2O. The organic phases were washed with brine and dried over Na2SO4. The resulting ketone (135 mg) was obtained after flash chromatographic purification using hexane/CH2Cl2 (3:1, v/v) as an eluen... Starting materials: BrCC1=C(C=CC(=C1)C)F (2-bromomethyl-1-fluoro-4-methyl-benzene), [C-]#N.[Na+] (sodium cyanide), C1COCCOCCOCCOCCO1 (15-crown-5). The solvent is C(C)#N (acetonitrile). Yields the product FC1=C(C=C(C=C1)C)CC#N ((2-Fluoro-5-methyl-phenyl)-acetonitrile). As a reaction SMILES: Br[CH2:2][C:3]1[CH:8]=[C:7]([CH3:9])[CH:6]=[CH:5][C:4]=1[F:10].[C-:11]#[N:12].[Na+].C1OCCOCCOCCOCCOC1>C(#N)C>[F:10][C:4]1[CH:5]=[CH:6][C:7]([CH3:9])=[CH:8][C:3]=1[CH2:2][C:11]#[N:12] |f:1.2|. Reported procedure: (2-Fluoro-5-methyl-phenyl)-acetonitrile was prepared from 2-bromomethyl-1-fluoro-4-methyl-benzene and sodium cyanide in presence of a catalytic amount of 15-crown-5 in acetonitrile at ambient temperature over night in analogy to R. B. Katz et al., Tetrahedron 45, 1801 (1989): light yellow liquid; MS (EI): 149.1 (M+.). The reactants are ( ii ), C(C)(C)(C)OC(=O)[C@@H](C\C=C\C1=CC=CC=C1)[C@H](C(=O)NNC1=CC=CC=C1)CC(C)C ((E)-2(R)-[1(S)-(tert-butoxycarbonyl)-4-phenyl-3-butenyl]-4-methyl-2′-phenylvalerohydrazide), C(C1=CC=CC=C1)S(=O)(=O)Cl (benzylsulphonyl chloride). Yields the product C(C1=CC=CC=C1)S(=O)(=O)N(NC([C@H](CC(C)C)[C@H](C\C=C\C1=CC=CC=C1)C(=O)OC(C)(C)C)=O)C1=CC=CC=C1 ((E)-2′-(benzylsulphonyl)-2(R)-[1(S)-(tert-butoxycarbonyl)-4-phenyl-3-butenyl]-4-methyl-2′-phenylvalerohydrazide). Yield: 77.8%. RXN SMILES: [C:1]([O:5][C:6]([C@H:8]([C@@H:18]([CH2:29][CH:30]([CH3:32])[CH3:31])[C:19]([NH:21][NH:22][C:23]1[CH:28]=[CH:27][CH:26]=[CH:25][CH:24]=1)=[O:20])[CH2:9]/[CH:10]=[CH:11]/[C:12]1[CH:17]=[CH:16][CH:15]=[CH:14][CH:13]=1)=[O:7])([CH3:4])([CH3:3])[CH3:2].[CH2:33]([S:40](Cl)(=[O:42])=[O:41])[C:34]1[CH:39]=[CH:38][CH:37]=[CH:36][CH:35]=1>>[CH2:33]([S:40]([N:22]([C:23]1[CH:28]=[CH:27][CH:26]=[CH:25][CH:24]=1)[NH:21][C:19](=[O:20])[C@@H:18]([C@@H:8]([C:6]([O:5][C:1]([CH3:4])([CH3:3])[CH3:2])=[O:7])[CH2:9]/[CH:10]=[CH:11]/[C:12]1[CH:13]=[CH:14][CH:15]=[CH:16][CH:17]=1)[CH2:29][CH:30]([CH3:32])[CH3:31])(=[O:42])=[O:41])[C:34]1[CH:39]=[CH:38][CH:37]=[CH:36][CH:35]=1. Procedure: In an analogous manner to that described in Example 1, part (ii), starting from 0.3 g of (E)-2(R)-[1(S)-(tert-butoxycarbonyl)-4-phenyl-3-butenyl]-4-methyl-2′-phenylvalerohydrazide and 0.543 g of benzylsulphonyl chloride there was obtained 0.316 g of (E)-2′-(benzylsulphonyl)-2(R)-[1(S)-(tert-butoxycarbonyl)-4-phenyl-3-butenyl]-4-methyl-2′-phenylvalerohydrazide in the form of a white solid.